Dataset: the Open Reaction Database (ORD), a public repository of structured organic reaction records. Task: describe an organic reaction: reactants, conditions, products, and yield The reactants are ClC1=NC(=CC(=N1)C(C)(C)S(=O)(=O)C1CCCC1)N1[C@H](COCC1)C (2-chloro-4-(2-cyclopentylsulfonylpropan-2-yl)-6-[(3S)-3-methylmorpholin-4-yl]pyrimidine), CC1(OB(OC1(C)C)C1=CC=C(N)C=C1)C (4-(4,4,5,5-tetramethyl-1,3,2-dioxaborolan-2-yl)aniline), C([O-])([O-])=O.[Na+].[Na+] (sodium carbonate), CN(C)C=O (DMF). The reagents and catalysts are Cl[Pd]([P](C1=CC=CC=C1)(C2=CC=CC=C2)C3=CC=CC=C3)([P](C4=CC=CC=C4)(C5=CC=CC=C5)C6=CC=CC=C6)Cl (Bis(triphenylphosphine)palladium(II) chloride). The solvent is C(C)O (ethanol), COCCOC (DME), O (water). Conditions: temperature 95 celsius, time 18 hour. Yields the product C1(CCCC1)S(=O)(=O)C(C)(C)C1=NC(=NC(=C1)N1[C@H](COCC1)C)C1=CC=C(N)C=C1 (4-[4-(2-Cyclopentylsulfonylpropan-2-yl)-6-[(3S)-3-methylmorpholin-4-yl]pyrimidin-2-yl]aniline). The yield is 79.9%. Reaction SMILES: Cl[C:2]1[N:7]=[C:6]([C:8]([S:11]([CH:14]2[CH2:18][CH2:17][CH2:16][CH2:15]2)(=[O:13])=[O:12])([CH3:10])[CH3:9])[CH:5]=[C:4]([N:19]2[CH2:24][CH2:23][O:22][CH2:21][C@@H:20]2[CH3:25])[N:3]=1.CC1(C)C(C)(C)OB([C:34]2[CH:40]=[CH:39][C:37]([NH2:38])=[CH:36][CH:35]=2)O1.C(=O)([O-])[O-].[Na+].[Na+].CN(C=O)C>C(O)C.Cl[Pd](Cl)([P](C1C=CC=CC=1)(C1C=CC=CC=1)C1C=CC=CC=1)[P](C1C=CC=CC=1)(C1C=CC=CC=1)C1C=CC=CC=1.COCCOC.O>[CH:14]1([S:11]([C:8]([C:6]2[CH:5]=[C:4]([N:19]3[CH2:24][CH2:23][O:22][CH2:21][C@@H:20]3[CH3:25])[N:3]=[C:2]([C:34]3[CH:40]=[CH:39][C:37]([NH2:38])=[CH:36][CH:35]=3)[N:7]=2)([CH3:10])[CH3:9])(=[O:13])=[O:12])[CH2:18][CH2:17][CH2:16][CH2:15]1 |f:2.3.4,^1:58,77|. Procedure details: Bis(triphenylphosphine)palladium(II) chloride (200 mg, 0.28 mmol) was added to 2-chloro-4-(2-cyclopentylsulfonylpropan-2-yl)-6-[(3S)-3-methylmorpholin-4-yl]pyrimidine (1.66 g, 4.28 mmol), 4-(4,4,5,5-tetramethyl-1,3,2-dioxaborolan-2-yl)aniline (1.406 g, 6.42 mmol) and sodium carbonate (10 mL, 20.00 mmol) in a mixture of ethanol (5 mL), DMF (10 mL), water (7 mL) and DME (25 mL) at RT. The resulting mixture was degassed then stirred at 95° C. for 18 hours. The reaction mixture was allowed to cool a...